This data is from the Open Reaction Database (ORD), a public repository of structured organic reaction records. The task is: describe an organic reaction: reactants, conditions, products, and yield The reactants are Cl, Cl, O=S(=O)(Cl)c1ccccc1F, c1cc2c(cc1OCCCN1CCCCC1)CNCC2. Product: O=S(=O)(c1ccccc1F)N1CCc2ccc(OCCCN3CCCCC3)cc2C1. As a reaction SMILES: [ClH:1].[ClH:2].[F:23][c:24]1[c:25]([S:30](=[O:31])(=[O:32])[Cl:33])[cH:26][cH:27][cH:28][cH:29]1.[N:3]1([CH2:9][CH2:10][CH2:11][O:12][c:13]2[cH:14][cH:15][c:16]3[c:21]([cH:22]2)[CH2:20][NH:19][CH2:18][CH2:17]3)[CH2:4][CH2:5][CH2:6][CH2:7][CH2:8]1>>[N:3]1([CH2:9][CH2:10][CH2:11][O:12][c:13]2[cH:14][cH:15][c:16]3[c:21]([cH:22]2)[CH2:20][N:19]([S:30]([c:25]2[c:24]([F:23])[cH:29][cH:28][cH:27][cH:26]2)(=[O:31])=[O:32])[CH2:18][CH2:17]3)[CH2:4][CH2:5][CH2:6][CH2:7][CH2:8]1. Starting materials: C(C1=CC=CC=C1)N1C[C@@H](CC1)C(C1=CC=CC=C1)(C1=CC=CC=C1)C#N ((S)-1-benzyl-3-(1-cyano-1,1-diphenylmethyl)-pyrrolidine), [H][H] (hydrogen). The reagents and catalysts are [C].[Pd] (palladium-carbon). The solvent is C(C)O (ethanol). The product is C(#N)C(C1=CC=CC=C1)(C1=CC=CC=C1)[C@H]1CNCC1 ((S)-3-(1-cyano-1,1-diphenylmethyl)-pyrrolidine). Reaction SMILES: C([N:8]1[CH2:12][CH2:11][C@@H:10]([C:13]([C:26]#[N:27])([C:20]2[CH:25]=[CH:24][CH:23]=[CH:22][CH:21]=2)[C:14]2[CH:19]=[CH:18][CH:17]=[CH:16][CH:15]=2)[CH2:9]1)C1C=CC=CC=1.[H][H]>[C].[Pd].C(O)C>[C:26]([C:13]([C@@H:10]1[CH2:11][CH2:12][NH:8][CH2:9]1)([C:20]1[CH:21]=[CH:22][CH:23]=[CH:24][CH:25]=1)[C:14]1[CH:19]=[CH:18][CH:17]=[CH:16][CH:15]=1)#[N:27] |f:2.3|. Procedure: An autoclave was charged with 3.9 g of 79% pure (S)-1-benzyl-3-(1-cyano-1,1-diphenylmethyl)-pyrrolidine, 3 ml of ethanol and 156 mg of moist 5% palladium-carbon (water content 52% by weight), hydrogen was introduced thereinto and the autoclave was heated to raise the temperature to 60 and the pressure to 203 kPa, and the reaction was allowed to proceed. Five hours after the start of hydrogen introduction, no hydrogen absorption was observed any more, so that the reaction mixture was cooled to ro... Reactants: CCCc1cc2ccc(C(=O)OC)cc2n1Cc1ccccc1Cl, O=C(Cl)Cc1ccccc1. Product: CCCc1c(C(=O)Cc2ccccc2)c2ccc(C(=O)OC)cc2n1Cc1ccccc1Cl. As a reaction SMILES: [Cl:1][c:2]1[c:3]([CH2:4][n:5]2[c:6]([CH2:18][CH2:19][CH3:20])[cH:7][c:8]3[cH:9][cH:10][c:11]([C:14](=[O:15])[O:16][CH3:17])[cH:12][c:13]23)[cH:21][cH:22][cH:23][cH:24]1.[c:25]1([CH2:31][C:32](=[O:33])[Cl:34])[cH:26][cH:27][cH:28][cH:29][cH:30]1>>[Cl:1][c:2]1[c:3]([CH2:4][n:5]2[c:6]([CH2:18][CH2:19][CH3:20])[c:7]([C:32]([CH2:31][c:25]3[cH:26][cH:27][cH:28][cH:29][cH:30]3)=[O:33])[c:8]3[cH:9][cH:10][c:11]([C:14](=[O:15])[O:16][CH3:17])[cH:12][c:13]23)[cH:21][cH:22][cH:23][cH:24]1. The reactants are BrB(Br)Br, CCOC(=O)c1cc(=O)c(C(=O)c2ccc(OC)cc2)co1. The product is COc1ccc(C(=O)c2coc(C(=O)O)cc2=O)cc1. As a reaction SMILES: [B:23]([Br:24])([Br:25])[Br:26].[CH3:1][O:2][c:3]1[cH:4][cH:5][c:6]([C:7](=[O:8])[c:9]2[c:10](=[O:20])[cH:11][c:12]([C:15](=[O:16])[O:17][CH2:18][CH3:19])[o:13][cH:14]2)[cH:21][cH:22]1>>[CH3:1][O:2][c:3]1[cH:4][cH:5][c:6]([C:7](=[O:8])[c:9]2[c:10](=[O:20])[cH:11][c:12]([C:15](=[O:16])[OH:17])[o:13][cH:14]2)[cH:21][cH:22]1. The reactants are NC=1C=C2C=NNC2=CC1 (5-aminoindazole), C(O)([O-])=O.[Na+] (sodium hydrogencarbonate), O.Cl.N1CCC(CC1)=O (4-Piperidone hydrochloride monohydrate), C(C1CCC=CC1)=O (1,2,3,6-tetrahydrobenzaldehyde), C(C)(=O)O[BH-](OC(C)=O)OC(C)=O.[Na+] (sodium triacetoxyborohydride). Solvent: CO (methanol). Reaction conditions: time 18 hour. The product is C1(C=CCCC1)CN1CCC(CC1)NC=1C=C2C=NNC2=CC1 (N-[1-(2-Cyclohexenylmethyl)-4-piperidyl]-N-(1H-5-indazolyl)amine). The yield is 4.8%. Reaction SMILES: O.Cl.[NH:3]1[CH2:8][CH2:7][C:6](=O)[CH2:5][CH2:4]1.[CH:10](=O)[CH:11]1[CH2:16][CH:15]=[CH:14][CH2:13][CH2:12]1.C(O[BH-](OC(=O)C)OC(=O)C)(=O)C.[Na+].[NH2:32][C:33]1[CH:34]=[C:35]2[C:39](=[CH:40][CH:41]=1)[NH:38][N:37]=[CH:36]2.C(=O)([O-])O.[Na+]>CO>[CH:11]1([CH2:10][N:3]2[CH2:8][CH2:7][CH:6]([NH:32][C:33]3[CH:34]=[C:35]4[C:39](=[CH:40][CH:41]=3)[NH:38][N:37]=[CH:36]4)[CH2:5][CH2:4]2)[CH2:16][CH2:15][CH2:14][CH:13]=[CH:12]1 |f:0.1.2,4.5,7.8|. Reported procedure: 4-Piperidone hydrochloride monohydrate (77 mg) and 1,2,3,6-tetrahydrobenzaldehyde (55 mg) were dissolved in methanol (1 ml), and sodium triacetoxyborohydride (106 mg) was added to the solution. The reaction mixture was stirred at room temperature for 18 hr. Further, 5-aminoindazole (54 mg) was added thereto, and the mixture was stirred for 30 min, followed by the addition of a borane-pyridine complex (0.05 ml). The reaction mixture was stirred at room temperature for 18 hr. A saturated aqueous s... Reactants: O=C(NC1CCCN2c3c(Br)cc(F)cc3Oc3ccccc3C12)C(F)(F)F, C1CCOC1, C[Zn+], C12C3C4C5C1[Fe]23451678C2C1C6C7C28, [Cl-], O, Cl[Pd]Cl. Yields the product Cc1cc(F)cc2c1N1CCCC(NC(=O)C(F)(F)F)C1c1ccccc1O2. RXN SMILES: [Br:1][c:2]1[cH:3][c:4]([F:28])[cH:5][c:6]2[c:12]1[N:11]1[CH:10]([c:9]3[c:8]([cH:27][cH:26][cH:25][cH:24]3)[O:7]2)[CH:16]([NH:17][C:18]([C:19]([F:20])([F:21])[F:22])=[O:23])[CH2:15][CH2:14][CH2:13]1.[CH2:33]1[O:34][CH2:35][CH2:36][CH2:37]1.[CH3:30][Zn+:31].[CH:38]12[Fe:39]3456789([CH:40]%10[CH:41]3[CH:42]4[CH:43]5[CH:44]6%10)[CH:45]([CH:46]17)[CH:47]8[CH:48]29.[Cl-:29].[OH2:32].[Pd:49]([Cl:50])[Cl:51]>>[c:2]1([CH3:30])[cH:3][c:4]([F:28])[cH:5][c:6]2[c:12]1[N:11]1[CH:10]([c:9]3[c:8]([cH:27][cH:26][cH:25][cH:24]3)[O:7]2)[CH:16]([NH:17][C:18]([C:19]([F:20])([F:21])[F:22])=[O:23])[CH2:15][CH2:14][CH2:13]1.